From a dataset of the Open Reaction Database (ORD), a public repository of structured organic reaction records. describe an organic reaction: reactants, conditions, products, and yield Reactants: FC1=C(C=CC(=C1)O)C=1C=C2C=CC(=CC2=CC1)O (6-(2-fluoro-4-hydroxyphenyl)-2-naphthol), C1CC(=O)N(C1=O)Cl (NCS). The solvent is C1CCOC1 (THF). Product: ClC1=C(C=CC2=CC(=CC=C12)C1=C(C=C(C=C1)O)F)O (1-Chloro-6-(2-fluoro-4-hydroxyphenyl)-2-naphthol), yellowish solid. Yield: 50.0%. RXN SMILES: [F:1][C:2]1[CH:7]=[C:6]([OH:8])[CH:5]=[CH:4][C:3]=1[C:9]1[CH:10]=[C:11]2[C:16](=[CH:17][CH:18]=1)[CH:15]=[C:14]([OH:19])[CH:13]=[CH:12]2.C1C(=O)N([Cl:27])C(=O)C1>C1COCC1>[Cl:27][C:15]1[C:16]2[C:11](=[CH:10][C:9]([C:3]3[CH:4]=[CH:5][C:6]([OH:8])=[CH:7][C:2]=3[F:1])=[CH:18][CH:17]=2)[CH:12]=[CH:13][C:14]=1[OH:19]. Procedure: The title compound was prepared by reacting 6-(2-fluoro-4-hydroxyphenyl)-2-naphthol (300 mg, 1.18 mmol) and NCS (191 mg, 1.43 mmol) in THF (30 mL) according to method C to yield 170 mg (50%) of yellowish solid: mp 179-180° C.; 1H NMR (DMSO-d6): δ 6.73 (1H, dd, J=12.69 Hz, J=2.44 Hz), 6.75 (1H, dd, J=8.30 Hz, J=2.44 Hz), 7.31 (1H, d, J=8.79 Hz), 7.45 (1H, t, J=9.28 Hz), 7.70-7.72 (1H, m), 7.83 (1H, d, J=8.79 Hz), 7.97 (1H, s), 8.06 (1H, d, J=7.79 Hz), 10.06 (1H, s), 10.48 (1H, s); MS (ESI) m/z287...